Dataset: the Open Reaction Database (ORD), a public repository of structured organic reaction records. Task: describe an organic reaction: reactants, conditions, products, and yield Starting materials: C(C)(=O)C=1C=CC(=C(NS(=O)(=O)C)C1)SC1=C(C=C(C=C1)F)F (5'-acetyl-2'-(2,4-difluorophenylthio)methanesulfonanilide), [N+](=O)(O)[O-] (nitric acid). Run in C(C)(=O)O (acetic acid). Conditions: temperature 80 celsius, time 1 hour. Yields the product C(C)(=O)C=1C(=CC(=C(NS(=O)(=O)C)C1)SC1=C(C=C(C=C1)F)F)[N+](=O)[O-] (5'-acetyl-2'-(2,4-difluorophenylthio)-4'-nitromethanesulfonanilide). Yield: 85.3%. Reaction SMILES: [C:1]([C:4]1[CH:5]=[CH:6][C:7]([S:15][C:16]2[CH:21]=[CH:20][C:19]([F:22])=[CH:18][C:17]=2[F:23])=[C:8]([CH:14]=1)[NH:9][S:10]([CH3:13])(=[O:12])=[O:11])(=[O:3])[CH3:2].[N+:24]([O-])([OH:26])=[O:25]>C(O)(=O)C>[C:1]([C:4]1[C:5]([N+:24]([O-:26])=[O:25])=[CH:6][C:7]([S:15][C:16]2[CH:21]=[CH:20][C:19]([F:22])=[CH:18][C:17]=2[F:23])=[C:8]([CH:14]=1)[NH:9][S:10]([CH3:13])(=[O:12])=[O:11])(=[O:3])[CH3:2]. Procedure details: A mixture of 5'-acetyl-2'-(2,4-difluorophenylthio)methanesulfonanilide (1 g) and nitric acid (248 mg) in acetic acid (5 ml) was stirred at 80° C. for 1 hour. The reaction mixture was evaporated to dryness. The residue was washed with ethanol to give yellow crystals of 5'-acetyl-2'-(2,4-difluorophenylthio)-4'-nitromethanesulfonanilide (0.96 g). The reactants are ClC1=NC2=CC=C(C=C2C=C1C=O)OC (2-Chloro-6-methoxy-3-quinolinecarboxaldehyde), N1=C(C=CC=C1)CC#N (2-pyridineacetonitrile). Yields the product ClC1=NC2=CC=C(C=C2C=C1\C=C(/C#N)\C1=NC=CC=C1)OC ((Z)-3-(2-chloro-6-methoxy-quinolin-3-yl)-2-pyridin-2-yl-acrylonitrile). Isolated yield 96.8%. RXN SMILES: [Cl:1][C:2]1[C:11]([CH:12]=O)=[CH:10][C:9]2[C:4](=[CH:5][CH:6]=[C:7]([O:14][CH3:15])[CH:8]=2)[N:3]=1.[N:16]1[CH:21]=[CH:20][CH:19]=[CH:18][C:17]=1[CH2:22][C:23]#[N:24]>>[Cl:1][C:2]1[C:11](/[CH:12]=[C:22](/[C:17]2[CH:18]=[CH:19][CH:20]=[CH:21][N:16]=2)\[C:23]#[N:24])=[CH:10][C:9]2[C:4](=[CH:5][CH:6]=[C:7]([O:14][CH3:15])[CH:8]=2)[N:3]=1. Procedure: 2-Chloro-6-methoxy-3-quinolinecarboxaldehyde (222 mg) was condensed with 2-pyridineacetonitrile (118 mg) through Method B (production step 3), to thereby yield the target product (yield: 311 mg, 97%). The reactants are N1=C(C=CC=C1)C1=CN=CO1 (5-(2-pyridyl)oxazole), O(C1=CC=CC=C1)C1=CC=C(C=C1)CCC(=O)O (3-(4-phenoxyphenyl)propanoic acid). The product is EtOAc-hexanes, O=C(CCC1=CC=C(C=C1)OC1=CC=CC=C1)C=1OC(=CN1)C1=NC=CC=C1 (1-Oxo-1-[5-(2-pyridyl)oxazol-2-yl]-3-(4-phenoxyphenyl)propane). The yield is 37.0%. Reaction SMILES: [N:1]1[CH:6]=[CH:5][CH:4]=[CH:3][C:2]=1[C:7]1[O:11][CH:10]=[N:9][CH:8]=1.[O:12]([C:19]1[CH:24]=[CH:23][C:22]([CH2:25][CH2:26][C:27](O)=[O:28])=[CH:21][CH:20]=1)[C:13]1[CH:18]=[CH:17][CH:16]=[CH:15][CH:14]=1>>[O:28]=[C:27]([C:10]1[O:11][C:7]([C:2]2[CH:3]=[CH:4][CH:5]=[CH:6][N:1]=2)=[CH:8][N:9]=1)[CH2:26][CH2:25][C:22]1[CH:23]=[CH:24][C:19]([O:12][C:13]2[CH:18]=[CH:17][CH:16]=[CH:15][CH:14]=2)=[CH:20][CH:21]=1. Procedure details: The title compound (11f) was prepared from 5-(2-pyridyl)oxazole and 3-(4-phenoxyphenyl)propanoic acid (S30) using General Procedure B. PTLC (SiO2, 50% EtOAc-hexanes) afforded 11f (83 mg, 0.22 mmol, 37%) as a pale yellow solid: 1H NMR (CDCl3, 500 MHz) 8.69 (m, 1H), 7.89-7.86 (m, 2H), 7.82 (td, 1H, J=7.8, 1.8 Hz), 7.34-7.30 (m, 3H), 7.24 (d, 2H, J=8.5 Hz), 7.10-7.07 (m, 1H), 6.98 (d, 2H, J=12.1 Hz), 6.94 (d, 2H, J=8.6 Hz), 3.47 (t, 2H, J=7.4 Hz), 3.10 (t, 2H, J=7.4 Hz); 13C NMR (CDCl3, 100 MHz) 18... Reactants: O=C(O)c1cc(Cl)cc(Cl)n1, CNOC. Reagents/catalysts: CCN=C=NCCCN(C)C.Cl (EDC-HCl), CCN(CC)CC (TEA), C1CC(=O)N(C1=O)O (N-Hydroxysuccinimide). The solvent is CN(C)C=O (DMF), CN(C)C=O (DMF), CN(C)C=O (DMF), CN(C)C=O (DMF), CN(C)C=O (DMF), CN(C)C=O (DMF). Reaction conditions: temperature 25 celsius, time 2 hour. Yields the product CON(C)C(=O)c1cc(Cl)cc(Cl)n1. Isolated yield 33.0%. RXN SMILES: CNOC.O=C(O)c1cc(Cl)cc(Cl)n1.CCN=C=NCCCN(C)C.Cl.C1CC(=O)N(C1=O)O.CCN(CC)CC.CN(C)C=O>>CON(C)C(=O)c1cc(Cl)cc(Cl)n1. The reactants are C(C)OP(=O)(OCC)CC(=O)OCC (ethyl diethylphosphonoacetate), C1C(CC2=CC=CC=C12)CC=O (2-indanacetaldehyde), [H-].[Na+] (sodium hydride), ice water. The solvent is O1CCCC1 (tetrahydrofuran), O1CCCC1 (tetrahydrofuran), O1CCCC1 (tetrahydrofuran). Reaction conditions: time 30 minute. Yields the product C1C(CC2=CC=CC=C12)C/C=C/C(=O)OCC (ethyl 2-indanecrotonate). The yield is 98.5%. As a reaction SMILES: [H-].[Na+].C(OP([CH2:11][C:12]([O:14][CH2:15][CH3:16])=[O:13])(OCC)=O)C.[CH2:17]1[C:25]2[C:20](=[CH:21][CH:22]=[CH:23][CH:24]=2)[CH2:19][CH:18]1[CH2:26][CH:27]=O>O1CCCC1>[CH2:19]1[C:20]2[C:25](=[CH:24][CH:23]=[CH:22][CH:21]=2)[CH2:17][CH:18]1[CH2:26]/[CH:27]=[CH:11]/[C:12]([O:14][CH2:15][CH3:16])=[O:13] |f:0.1|. Procedure details: 3.90 g of 63% sodium hydride was suspended in 60 ml of tetrahydrofuran, and 22.8 g of ethyl diethylphosphonoacetate dissolved in 100 ml of tetrahydrofuran was added dropwise to the suspension under water cooling. The mixture was stirred at the same temperature for 30 minutes. 13.58 g of 2-indanacetaldehyde dissolved in 100 ml of tetrahydrofuran was added dropwise to said mixture. The resulting mixture was stirred at the same temperature for 1 hour and further stirred at room temperature for 1 ho... Reactants: CC12CCC(C1)C1(C)Oc3ccc(C(=O)COc4ccc(C(=O)OCc5ccccc5)cc4)cc3C21C, [H][H], C1COCCO1, [Pd]. Product: CC12CCC(C1)C1(C)Oc3ccc(C(=O)COc4ccc(C(=O)O)cc4)cc3C21C. RXN SMILES: [CH3:1][C:2]12[CH2:3][CH2:4][CH:5]([C:6]3([CH3:36])[O:7][c:8]4[c:9]([cH:12][c:13]([C:16]([CH2:17][O:18][c:19]5[cH:20][cH:21][c:22]([C:23](=[O:24])[O:25][CH2:26][c:27]6[cH:28][cH:29][cH:30][cH:31][cH:32]6)[cH:33][cH:34]5)=[O:35])[cH:14][cH:15]4)[C:10]13[CH3:11])[CH2:37]2.[H:38][H:39].[O:40]1[CH2:41][CH2:42][O:43][CH2:44][CH2:45]1.[Pd:46]>>[CH3:1][C:2]12[CH2:3][CH2:4][CH:5]([C:6]3([CH3:36])[O:7][c:8]4[c:9]([cH:12][c:13]([C:16]([CH2:17][O:18][c:19]5[cH:20][cH:21][c:22]([C:23](=[O:24])[OH:25])[cH:33][cH:34]5)=[O:35])[cH:14][cH:15]4)[C:10]13[CH3:11])[CH2:37]2.